This data is from the Open Reaction Database (ORD), a public repository of structured organic reaction records. The task is: describe an organic reaction: reactants, conditions, products, and yield The reactants are Cl.C1=NCCC2=CC=CC=C12 (3,4dihydroisoquinoline hydrochloride), C(C)C(=O)C1=CCCCC1 (1-cyclohexen-1-yl ethyl ketone), O (water). The solvent is C(C)O (ethanol). Product: CC1C(C2C(N3CCC4=C(C13)C=CC=C4)CCCC2)=O (2,3,4,4a,6,7,11b,12,13,13a-decahydro-12-methyl-1H-dibenzo[a,f]-quinolizin-13-one). Reaction SMILES: Cl.[CH:2]1[C:11]2[C:6](=[CH:7][CH:8]=[CH:9][CH:10]=2)[CH2:5][CH2:4][N:3]=1.[CH2:12]([C:14]([C:16]1[CH2:21][CH2:20][CH2:19][CH2:18][CH:17]=1)=[O:15])[CH3:13].O>C(O)C>[CH3:13][CH:12]1[CH:2]2[N:3]([CH2:4][CH2:5][C:6]3[CH:7]=[CH:8][CH:9]=[CH:10][C:11]=32)[CH:17]2[CH2:18][CH2:19][CH2:20][CH2:21][CH:16]2[C:14]1=[O:15] |f:0.1|. Procedure: A mixture of 16.75 g (0.1 mole) of 3,4dihydroisoquinoline hydrochloride and 28.0 g (0.2 mole) of 1-cyclohexen-1-yl ethyl ketone in 28 ml of ethanol is refluxed for 52 hours then poured into 300 ml of water and extracted with ether. The aqueous layer is separated and made basic by slowly adding ammonium hydroxide solution with stirring. Stirring is continued until a solid is formed after which the liquid is decanted. The solid is washed with water, dissolved in methylene chloride, dried over sodi...